Dataset: the Open Reaction Database (ORD), a public repository of structured organic reaction records. Task: describe an organic reaction: reactants, conditions, products, and yield Starting materials: BrC1=CC(=CC(=C1)C(F)(F)F)Br (1,3-dibromo-5-(trifluoromethyl)benzene), C=C(C)B(O)O (prop-1-en-2-ylboronic acid), C(=O)([O-])[O-].[K+].[K+] (K2CO3), O (water). The reagents and catalysts are C=1C=CC(=CC1)[P](C=2C=CC=CC2)(C=3C=CC=CC3)[Pd]([P](C=4C=CC=CC4)(C=5C=CC=CC5)C=6C=CC=CC6)([P](C=7C=CC=CC7)(C=8C=CC=CC8)C=9C=CC=CC9)[P](C=1C=CC=CC1)(C=1C=CC=CC1)C=1C=CC=CC1 (Pd(PPh3)4). Run in O1CCOCC1 (dioxane). Conditions: temperature 90 celsius, time 8 hour. Yields the product BrC1=CC(=CC(=C1)C(F)(F)F)C(=C)C (1-Bromo-3-(prop-1-en-2-yl)-5-(trifluoromethyl)benzene). Reaction SMILES: Br[C:2]1[CH:7]=[C:6]([C:8]([F:11])([F:10])[F:9])[CH:5]=[C:4]([Br:12])[CH:3]=1.[CH2:13]=[C:14](B(O)O)[CH3:15].C([O-])([O-])=O.[K+].[K+].O>O1CCOCC1.C1C=CC([P]([Pd]([P](C2C=CC=CC=2)(C2C=CC=CC=2)C2C=CC=CC=2)([P](C2C=CC=CC=2)(C2C=CC=CC=2)C2C=CC=CC=2)[P](C2C=CC=CC=2)(C2C=CC=CC=2)C2C=CC=CC=2)(C2C=CC=CC=2)C2C=CC=CC=2)=CC=1>[Br:12][C:4]1[CH:5]=[C:6]([C:8]([F:11])([F:10])[F:9])[CH:7]=[C:2]([C:14]([CH3:15])=[CH2:13])[CH:3]=1 |f:2.3.4,^1:35,37,56,75|. Reported procedure: To a solution of 1,3-dibromo-5-(trifluoromethyl)benzene (3.03 g, 10 mmol) in dioxane (20 mL) was added Pd(PPh3)4 (300 mg, 0.26 mmol), prop-1-en-2-ylboronic acid (1.0 g, 12 mmol), K2CO3 (2.8 g, 20 mmol) and water (1 mL) under N2. The mixture was stirred at 90° C. overnight, concentrated and purified by CC (hexane) to afford compound P28a (1.9 g, 71%) as an oil. Reactants: O=C([O-])[O-], CC(C)=O, CCOC(=O)C(C)(F)CNC1CCCCC1, O=[N+]([O-])c1cnc(Cl)nc1Cl, [K+], [K+]. The product is CCOC(=O)C(C)(F)CN(c1nc(Cl)ncc1[N+](=O)[O-])C1CCCCC1. Reaction SMILES: [C:28](=[O:29])([O-:30])[O-:31].[CH3:34][C:35](=[O:36])[CH3:37].[CH:12]1([NH:18][CH2:19][C:20]([C:21](=[O:22])[O:23][CH2:24][CH3:25])([CH3:26])[F:27])[CH2:13][CH2:14][CH2:15][CH2:16][CH2:17]1.[Cl:1][c:2]1[n:3][cH:4][c:5]([N+:9](=[O:10])[O-:11])[c:6]([Cl:8])[n:7]1.[K+:32].[K+:33]>>[Cl:1][c:2]1[n:3][cH:4][c:5]([N+:9](=[O:10])[O-:11])[c:6]([N:18]([CH:12]2[CH2:13][CH2:14][CH2:15][CH2:16][CH2:17]2)[CH2:19][C:20]([C:21](=[O:22])[O:23][CH2:24][CH3:25])([CH3:26])[F:27])[n:7]1. Reactants: product, OC1=CC=C(C=C1)C1=NC2=CC=C(C=C2C(N1C)=O)OC (2-(4-Hydroxy-phenyl)-3-methyl-6-methoxy-3,4-dihydro-quinazolin-4one), ice water, potassium tert. butylate, BrCCCCCl (1-bromo-4-chlorobutane). Solvent: CS(=O)C (dimethylsulfoxide). The product is ClCCCCOC1=CC=C(C=C1)C1=NC2=CC=C(C=C2C(N1C)=O)OC (2-[4-(4-Chloro-butoxy)-phenyl]-3-methyl-6-methoxy-3,4-dihydro-quinazolin-4-one). RXN SMILES: Br[CH2:2][CH2:3][CH2:4][CH2:5][Cl:6].[OH:7][C:8]1[CH:13]=[CH:12][C:11]([C:14]2[N:23]([CH3:24])[C:22](=[O:25])[C:21]3[C:16](=[CH:17][CH:18]=[C:19]([O:26][CH3:27])[CH:20]=3)[N:15]=2)=[CH:10][CH:9]=1>CS(C)=O>[Cl:6][CH2:5][CH2:4][CH2:3][CH2:2][O:7][C:8]1[CH:13]=[CH:12][C:11]([C:14]2[N:23]([CH3:24])[C:22](=[O:25])[C:21]3[C:16](=[CH:17][CH:18]=[C:19]([O:26][CH3:27])[CH:20]=3)[N:15]=2)=[CH:10][CH:9]=1. Procedure: 4 gm (0.014 mol) of the product in (b) were dissolved in 30 ml of dimethylsulfoxide, and the solution was mixed, while stirring, with 1.75 gm (0.014 mol+10%) of potassium tert. butylate. Subsequently, 4 ml of 1-bromo-4-chlorobutane were added, and the reaction mixture was stirred at room temperature until the reaction was complete. The reaction mixture was poured into ice water, and the crystalline precipitate thus formed was suction-filtered off, washed well with water and dried. Procedure: Into 70 ml of dichloromethane, was dissolved 4.3 g of 1-(methylcarbamoyl)-4-(m-trifluoromethylphenyl)piperazine and 0.9 g of methyl isocyanate. To the solution, while being stirred and cooled in ice, was added dropwise 3.9 g of anhydrous stannic chloride. After 15 hours of reaction at room temperature, the precipitated matter was collected by filtration and stirred in a mixture of dichloromethane and water. The organic layer was separated and dried over anhydrous sodium sulfate. After removal of... Reaction SMILES: [CH3:1][NH:2][C:3]([N:5]1[CH2:10][CH2:9][N:8]([C:11]2[CH:16]=[CH:15][CH:14]=[C:13]([C:17]([F:20])([F:19])[F:18])[CH:12]=2)[CH2:7][CH2:6]1)=[O:4].[CH3:21][N:22]=[C:23]=[O:24]>ClCCl>[CH3:1][N:2]([C:23]([NH:22][CH3:21])=[O:24])[C:3]([N:5]1[CH2:6][CH2:7][N:8]([C:11]2[CH:16]=[CH:15][CH:14]=[C:13]([C:17]([F:20])([F:18])[F:19])[CH:12]=2)[CH2:9][CH2:10]1)=[O:4]. The solvent is ClCCl (dichloromethane). Reactants: CNC(=O)N1CCN(CC1)C1=CC(=CC=C1)C(F)(F)F (1-(methylcarbamoyl)-4-(m-trifluoromethylphenyl)piperazine), CN=C=O (methyl isocyanate), stannic chloride. Isolated yield 62.1%. Product: CN(C(=O)N1CCN(CC1)C1=CC(=CC=C1)C(F)(F)F)C(=O)NC (1-(2,4-dimethylallophanoyl)-4-(m-trifluoromethylphenyl)piperazine). Reactants: [BH3-]C#N, Cl, NC1CCCCN(CC(=O)O)C1=O, [Na+], [Na+], O=C(O)C(=O)CCc1ccccc1, [OH-], O. The product is O=C(O)CN1CCCCC(NC(CCc2ccccc2)C(=O)O)C1=O. As a reaction SMILES: [C:30]([BH3-:31])#[N:32].[ClH:16].[NH2:17][CH:18]1[C:19](=[O:29])[N:20]([CH2:25][C:26](=[O:27])[OH:28])[CH2:21][CH2:22][CH2:23][CH2:24]1.[Na+:15].[Na+:33].[O:1]=[C:2]([C:3](=[O:4])[OH:5])[CH2:6][CH2:7][c:8]1[cH:9][cH:10][cH:11][cH:12][cH:13]1.[OH-:14].[OH2:34]>>[CH:2]([C:3](=[O:4])[OH:5])([CH2:6][CH2:7][c:8]1[cH:9][cH:10][cH:11][cH:12][cH:13]1)[NH:17][CH:18]1[C:19](=[O:29])[N:20]([CH2:25][C:26](=[O:27])[OH:28])[CH2:21][CH2:22][CH2:23][CH2:24]1. Reactants: phase, CC(C(=O)O)(C)OC1=NC=C(C=C1)C(F)(F)F (2-methyl-2-((5-(trifluoromethyl)pyridin-2-yl)oxy)propanoic acid), CN(C)C(=[N+](C)C)ON1C2=C(C=CC=C2)N=N1.[B-](F)(F)(F)F (TBTU), FC1=C(C=C(CC2=NNC(C3=CC=CC=C23)=O)C=C1)C(=O)N1CCNCC1 (4-(4-fluoro-3-(piperazine-1-carbonyl)benzyl)phthalazin-1(2H)-one), CCN(C(C)C)C(C)C (DIPEA). Solvent: C(C)(=O)OCC (ethyl acetate), C(Cl)(Cl)Cl (chloroform), CO (methanol), CN(C)C=O (DMF). Run at time 2 hour. Yields the product FC1=C(C=C(CC2=NNC(C3=CC=CC=C23)=O)C=C1)C(=O)N1CCN(CC1)C(C(C)(OC1=NC=C(C=C1)C(F)(F)F)C)=O (4-(4-fluoro-3-(4-(2-methyl-2-((5-(trifluoromethyl)pyridin-2-yl)oxy)propanoyl)piperazine-1-carbonyl)benzyl)phthalazin-1(2H)-one). Isolated yield 47.5%. As a reaction SMILES: [CH3:1][C:2]([O:7][C:8]1[CH:13]=[CH:12][C:11]([C:14]([F:17])([F:16])[F:15])=[CH:10][N:9]=1)([CH3:6])[C:3]([OH:5])=O.CN(C(ON1N=NC2C=CC=CC1=2)=[N+](C)C)C.[B-](F)(F)(F)F.[F:40][C:41]1[CH:58]=[CH:57][C:44]([CH2:45][C:46]2[C:55]3[C:50](=[CH:51][CH:52]=[CH:53][CH:54]=3)[C:49](=[O:56])[NH:48][N:47]=2)=[CH:43][C:42]=1[C:59]([N:61]1[CH2:66][CH2:65][NH:64][CH2:63][CH2:62]1)=[O:60].CCN(C(C)C)C(C)C>CN(C=O)C.C(Cl)(Cl)Cl.C(OCC)(=O)C.CO>[F:40][C:41]1[CH:58]=[CH:57][C:44]([CH2:45][C:46]2[C:55]3[C:50](=[CH:51][CH:52]=[CH:53][CH:54]=3)[C:49](=[O:56])[NH:48][N:47]=2)=[CH:43][C:42]=1[C:59]([N:61]1[CH2:66][CH2:65][N:64]([C:3](=[O:5])[C:2]([CH3:1])([O:7][C:8]2[CH:13]=[CH:12][C:11]([C:14]([F:17])([F:16])[F:15])=[CH:10][N:9]=2)[CH3:6])[CH2:63][CH2:62]1)=[O:60] |f:1.2|. Procedure: To a solution of 2-methyl-2-((5-(trifluoromethyl)pyridin-2-yl)oxy)propanoic acid (0.204 g, 0.81 mmol) in dry DMF (6 mL) was added TBTU (0.289 g, 0.90 mmol) at room temperature under atmosphere of nitrogen. To this 4-(4-fluoro-3-(piperazine-1-carbonyl)benzyl)phthalazin-1(2H)-one (0.3 g, 0.81 mmol) and DIPEA (0.303 mL, 1.74 mmol) were added. The reaction mixture was stirred at room temperature for 2 h. The progress of reaction was checked by TLC by using mobile phase 5% methanol in chloroform. The... Starting materials: O=C(Nc1cc2c(cc1C(=O)c1ccccc1Cl)CCC2)c1ccccc1Cl, N, O=S(=O)(O)O. Product: Nc1cc2c(cc1C(=O)c1ccccc1Cl)CCC2. RXN SMILES: [Cl:1][c:2]1[c:3]([C:4](=[O:5])[c:6]2[c:7]([NH:15][C:16](=[O:17])[c:18]3[cH:19][cH:20][cH:21][cH:22][c:23]3[Cl:24])[cH:8][c:9]3[c:13]([cH:14]2)[CH2:12][CH2:11][CH2:10]3)[cH:25][cH:26][cH:27][cH:28]1.[NH3:29].[S:30](=[O:31])(=[O:32])([OH:33])[OH:34]>>[Cl:1][c:2]1[c:3]([C:4](=[O:5])[c:6]2[c:7]([NH2:15])[cH:8][c:9]3[c:13]([cH:14]2)[CH2:12][CH2:11][CH2:10]3)[cH:25][cH:26][cH:27][cH:28]1. Reactants: ClCCl, CCN(C(C)C)C(C)C, O=C(Cl)c1ccc(Cl)cc1Cl, CCOC(=O)c1ccc2n1Cc1ccccc1N(C(=O)c1ccc(N)c(C)c1)C2. The product is CCOC(=O)c1ccc2n1Cc1ccccc1N(C(=O)c1ccc(NC(=O)c3ccc(Cl)cc3Cl)c(C)c1)C2. RXN SMILES: [CH2:50]([Cl:51])[Cl:52].[CH:30]([N:31]([CH2:32][CH3:33])[CH:34]([CH3:35])[CH3:36])([CH3:37])[CH3:38].[Cl:39][c:40]1[c:41]([C:42](=[O:43])[Cl:44])[cH:45][cH:46][c:47]([Cl:49])[cH:48]1.[NH2:1][c:2]1[c:3]([CH3:29])[cH:4][c:5]([C:6](=[O:7])[N:8]2[CH2:9][c:10]3[n:11]([c:19]([C:22](=[O:23])[O:24][CH2:25][CH3:26])[cH:20][cH:21]3)[CH2:12][c:13]3[c:14]2[cH:15][cH:16][cH:17][cH:18]3)[cH:27][cH:28]1>>[NH:1]([c:2]1[c:3]([CH3:29])[cH:4][c:5]([C:6](=[O:7])[N:8]2[CH2:9][c:10]3[n:11]([c:19]([C:22](=[O:23])[O:24][CH2:25][CH3:26])[cH:20][cH:21]3)[CH2:12][c:13]3[c:14]2[cH:15][cH:16][cH:17][cH:18]3)[cH:27][cH:28]1)[C:42]([c:41]1[c:40]([Cl:39])[cH:48][c:47]([Cl:49])[cH:46][cH:45]1)=[O:43].